This data is from the Open Reaction Database (ORD), a public repository of structured organic reaction records. The task is: describe an organic reaction: reactants, conditions, products, and yield Starting materials: C1CCOC1, CCC(C)[BH-](C(C)CC)C(C)CC, CCC(C(C)=O)N1C(=O)C(C)(CC(=O)O)CC(c2cccc(Cl)c2)C1c1ccc(Cl)cc1, [Na+]. Yields the product CCC(C(C)O)N1C(=O)C(C)(CC(=O)O)CC(c2cccc(Cl)c2)C1c1ccc(Cl)cc1. Reaction SMILES: [CH2:47]1[O:48][CH2:49][CH2:50][CH2:51]1.[CH:33]([BH-:34]([CH:35]([CH2:36][CH3:37])[CH3:38])[CH:39]([CH2:40][CH3:41])[CH3:42])([CH2:43][CH3:44])[CH3:45].[Cl:1][c:2]1[cH:3][c:4]([CH:8]2[CH2:9][C:10]([CH3:28])([CH2:29][C:30](=[O:31])[OH:32])[C:11](=[O:27])[N:12]([CH:21]([C:22]([CH3:23])=[O:24])[CH2:25][CH3:26])[CH:13]2[c:14]2[cH:15][cH:16][c:17]([Cl:20])[cH:18][cH:19]2)[cH:5][cH:6][cH:7]1.[Na+:46]>>[Cl:1][c:2]1[cH:3][c:4]([CH:8]2[CH2:9][C:10]([CH3:28])([CH2:29][C:30](=[O:31])[OH:32])[C:11](=[O:27])[N:12]([CH:21]([CH:22]([CH3:23])[OH:24])[CH2:25][CH3:26])[CH:13]2[c:14]2[cH:15][cH:16][c:17]([Cl:20])[cH:18][cH:19]2)[cH:5][cH:6][cH:7]1. Starting materials: Clc1nncc2cc(Br)ccc12, O=C([O-])[O-], CC#N, [K+], [K+], NC1CCCCC1. The product is Brc1ccc2c(NC3CCCCC3)nncc2c1. RXN SMILES: [Br:1][c:2]1[cH:3][c:4]2[cH:5][n:6][n:7][c:8]([Cl:12])[c:9]2[cH:10][cH:11]1.[C:20](=[O:21])([O-:22])[O-:23].[CH3:26][C:27]#[N:28].[K+:24].[K+:25].[NH2:13][CH:14]1[CH2:15][CH2:16][CH2:17][CH2:18][CH2:19]1>>[Br:1][c:2]1[cH:3][c:4]2[cH:5][n:6][n:7][c:8]([NH:13][CH:14]3[CH2:15][CH2:16][CH2:17][CH2:18][CH2:19]3)[c:9]2[cH:10][cH:11]1. Starting materials: O (water), C(C)N1CCOCC1 (N-ethylmorpholine), C(C(C)C)OC(=O)Cl (chloroformic acid isobutyl ester), N1(C=NC=C1)C(CCC)C1=CC=C(C(=O)O)C=C1 (4-[1-(1-imidazolyl)-butyl]-benzoic acid). Solvent: CN(C=O)C (dimethylformamide). Run at temperature 0 celsius, time 30 minute. Product: CN(C(C1=CC=C(C=C1)C(CCC)N1C=NC=C1)=O)C (4-[1-(1-imidazolyl)butyl]-benzoic acid dimethylamide). As a reaction SMILES: [N:1]1([CH:6]([C:10]2[CH:18]=[CH:17][C:13]([C:14]([OH:16])=O)=[CH:12][CH:11]=2)[CH2:7][CH2:8][CH3:9])[CH:5]=[CH:4][N:3]=[CH:2]1.[CH2:19]([N:21]1CCOC[CH2:22]1)C.C(OC(Cl)=O)C(C)C.O>CN(C)C=O>[CH3:19][N:21]([CH3:22])[C:14](=[O:16])[C:13]1[CH:12]=[CH:11][C:10]([CH:6]([N:1]2[CH:5]=[CH:4][N:3]=[CH:2]2)[CH2:7][CH2:8][CH3:9])=[CH:18][CH:17]=1. Reported procedure: 1.2 g of 4-[1-(1-imidazolyl)-butyl]-benzoic acid is dissolved in 10 ml of dimethylformamide, mixed at 0° C. with 1 ml of N-ethylmorpholine and 1 ml of chloroformic acid isobutyl ester. It is stirred for 30 minutes at 0° C., 2 ml of dimethylamino solution is instilled and stirred for 2 hours at 0° C. It is stirred into 500 ml of water, extracted with ethyl acetate and the organic phase is concentrated by evaporation in a vacuum. The remaining residue is distilled on a bulb tube. Boiling point: 26... Reactants: BrC=1C(=NC=C(C(=O)NC2=CC=C(C=C2)OC(F)(F)F)C1)N1CC(C1)CO (5-bromo-6-(3-(hydroxymethyl)azetidin-1-yl)-N-(4-(trifluoromethoxy)phenyl)nicotinamide), CC1=CC=C(C=N1)B(O)O ((6-methylpyridin-3-yl)boronic acid). Yields the product OCC1CN(C1)C1=NC=C(C=C1C=1C=NC(=CC1)C)C(=O)NC1=CC=C(C=C1)OC(F)(F)F (2-(3-(Hydroxymethyl)azetidin-1-yl)-6′-methyl-N-(4-(trifluoromethoxy)phenyl)-[3,3′-bipyridine]-5-carboxamide). As a reaction SMILES: Br[C:2]1[C:3]([N:22]2[CH2:25][CH:24]([CH2:26][OH:27])[CH2:23]2)=[N:4][CH:5]=[C:6]([CH:21]=1)[C:7]([NH:9][C:10]1[CH:15]=[CH:14][C:13]([O:16][C:17]([F:20])([F:19])[F:18])=[CH:12][CH:11]=1)=[O:8].[CH3:28][C:29]1[N:34]=[CH:33][C:32](B(O)O)=[CH:31][CH:30]=1>>[OH:27][CH2:26][CH:24]1[CH2:25][N:22]([C:3]2[C:2]([C:32]3[CH:33]=[N:34][C:29]([CH3:28])=[CH:30][CH:31]=3)=[CH:21][C:6]([C:7]([NH:9][C:10]3[CH:15]=[CH:14][C:13]([O:16][C:17]([F:20])([F:19])[F:18])=[CH:12][CH:11]=3)=[O:8])=[CH:5][N:4]=2)[CH2:23]1. Reported procedure: The title compound was prepared in an analogous fashion to that described in Example 128 using 5-bromo-6-(3-(hydroxymethyl)azetidin-1-yl)-N-(4-(trifluoromethoxy)phenyl)nicotinamide (Stage 135.1) and (6-methylpyridin-3-yl)boronic acid. HPLC (Condition 4) tR=4.18 min, UPLC-MS (Condition 3) tR=0.93 min, m/z=459.2 [M+H]+; 1H-NMR (400 MHz, DMSO-d6) δ ppm 2.48 (s, 3H) 2.58 (t, J=5.87 Hz, 1H) 3.39-3.47 (m, 4H) 3.69 (t, J=8.60 Hz, 2H) 4.66 (t, J=5.28 Hz, 1H) 7.33 (m, J=8.40, 2.50 Hz, 3H) 7.71 (dd, J=7.8... The reactants are ClC1=CC=C(C=N1)C(=O)N1CCN(CCC1)C1CCC1.C([C@H](O)[C@@H](O)C(=O)O)(=O)O ((6-chloro-pyridin-3-yl)-(4-cyclobutyl-[1,4]diazepan-1-yl)-methanone L-tartaric acid), C(C)(C)OC(=O)C (iPrOAc), [OH-].[Na+] (NaOH). Yields the product ClC1=CC=C(C=N1)C(=O)N1CCN(CCC1)C1CCC1 ((6-Chloro-pyridin-3-yl)-(4-cyclobutyl-[1,4]diazepan-1-yl)-methanone). RXN SMILES: [Cl:1][C:2]1[N:7]=[CH:6][C:5]([C:8]([N:10]2[CH2:16][CH2:15][CH2:14][N:13]([CH:17]3[CH2:20][CH2:19][CH2:18]3)[CH2:12][CH2:11]2)=[O:9])=[CH:4][CH:3]=1.C(O)(=O)[C@@H]([C@H](C(O)=O)O)O.C(OC(C)=O)(C)C.[OH-].[Na+]>>[Cl:1][C:2]1[N:7]=[CH:6][C:5]([C:8]([N:10]2[CH2:16][CH2:15][CH2:14][N:13]([CH:17]3[CH2:20][CH2:19][CH2:18]3)[CH2:12][CH2:11]2)=[O:9])=[CH:4][CH:3]=1 |f:0.1,3.4|. Procedure details: A mixture of (6-chloro-pyridin-3-yl)-(4-cyclobutyl-[1,4]diazepan-1-yl)-methanone-L-tartaric acid (172 g, 386.9 mmol), iPrOAc (1.5 L), and 1 N NaOH(aq) (1.5 L) was thoroughly mixed and the resulting layers were separated. The aqueous layer was extracted with additional iPrOAc (1.5 L) and the combined organic layers were dried over magnesium sulfate. After filtration and concentration, (6-chloro-pyridin-3-yl)-(4-cyclobutyl-[1,4]diazepam-1-yl)-methanone was obtained as a yellow oil. Reactants: C1(=CC=CC=C1)C#CCN (3-phenyl-prop-2-ynylamine), C1(CCC(CC1)=O)C1=CC2=C(NC(O2)=O)C=C1 (6-(4-cyclohexanonyl)benzoxazolin-2-one). Run in C1CCOC1 (THF). The product is C1(=CC=CC=C1)C#CCN[C@@H]1CC[C@H](CC1)C1=CC2=C(NC(O2)=O)C=C1 (6-{trans-[4-(3-phenyl-prop-2-ynylamino)cyclohexyl]}-3H-benzoxazol-2-one). The yield is 15.2%. Reaction SMILES: [C:1]1([C:7]#[C:8][CH2:9][NH2:10])[CH:6]=[CH:5][CH:4]=[CH:3][CH:2]=1.[CH:11]1([C:18]2[CH:27]=[CH:26][C:21]3[NH:22][C:23](=[O:25])[O:24][C:20]=3[CH:19]=2)[CH2:16][CH2:15][C:14](=O)[CH2:13][CH2:12]1>C1COCC1>[C:1]1([C:7]#[C:8][CH2:9][NH:10][C@H:14]2[CH2:15][CH2:16][C@H:11]([C:18]3[CH:27]=[CH:26][C:21]4[NH:22][C:23](=[O:25])[O:24][C:20]=4[CH:19]=3)[CH2:12][CH2:13]2)[CH:6]=[CH:5][CH:4]=[CH:3][CH:2]=1. Procedure details: Condensation of 3-phenyl-prop-2-ynylamine (1.0 g, 7.6 mmol) and ketone 5 (1.7 g, 7.6 mmol), following the procedure described in Example 1, except THF was used as solvent gave compound 6-{trans-[4-(3-phenyl-prop-2-ynylamino)cyclohexyl]}-3H-benzoxazol-2-one (400 mg, 58%) as a white solid: 1H NMR (500 MHz, DMSO-d6): δ 7.45-7.35 (m, 5H), 7.19 (s, 1H), 7.50-6.94 (m, 2H), 3.59 (s, 2H), 3.30 (m, 2H), 2.75-2.61 (m, 1H), 2.06-2.00 (m, 2H), 1.85-1.80 (m, 2H), 1.58-1.41 (m, 2H), 1.25-1.10 (m, 2H). The reactants are CCOC(C)=O, O=[N+]([O-])c1cnc2[nH]ccc2c1. The product is Nc1cnc2[nH]ccc2c1. RXN SMILES: [CH3:13][CH2:14][O:15][C:16](=[O:17])[CH3:18].[N+:1]([O-:2])(=[O:3])[c:4]1[cH:5][c:6]2[c:7]([n:8][cH:9]1)[nH:10][cH:11][cH:12]2>>[NH2:1][c:4]1[cH:5][c:6]2[c:7]([n:8][cH:9]1)[nH:10][cH:11][cH:12]2. Starting materials: B(Br)(Br)Br (Boron tribromide), COC1=CC2=C(SC(=C2)C=2C(CC(NN2)=O)C)C=C1OC (4,5-dihydro-6-(5,6-dimethoxy-benzo[b]thien-2-yl)-5-methyl-3(2H)-pyridazinone), O (water). The solvent is ClCCl (dichloromethane). Product: OC1=CC2=C(SC(=C2)C=2C(CC(NN2)=O)C)C=C1O (4,5-dihydro-6-(5,6-dihydroxy-benzo[b]thien-2-yl)-5-methyl-3(2H)-pyridazinone). Isolated yield 93.7%. Reaction SMILES: B(Br)(Br)Br.C[O:6][C:7]1[C:23]([O:24]C)=[CH:22][C:10]2[S:11][C:12]([C:14]3[CH:15]([CH3:21])[CH2:16][C:17](=[O:20])[NH:18][N:19]=3)=[CH:13][C:9]=2[CH:8]=1.O>ClCCl>[OH:6][C:7]1[C:23]([OH:24])=[CH:22][C:10]2[S:11][C:12]([C:14]3[CH:15]([CH3:21])[CH2:16][C:17](=[O:20])[NH:18][N:19]=3)=[CH:13][C:9]=2[CH:8]=1. Procedure: Boron tribromide (1.55 ml) was added to a stirred solution of 4,5-dihydro-6-(5,6-dimethoxy-benzo[b]thien-2-yl)-5-methyl-3(2H)-pyridazinone (1.14 g) in dichloromethane (200 ml). After 2 hours the orange solution was cooled in ice, and water (40 ml) was added. The dichloromethane was then evaporated off under reduced pressure and the residual suspension was filtered to give 4,5-dihydro-6-(5,6-dihydroxy-benzo[b]thien-2-yl)-5-methyl-3(2H)-pyridazinone (0.97 g) as a yellow solid. Crystallisation from...